This data is from the Open Reaction Database (ORD), a public repository of structured organic reaction records. The task is: describe an organic reaction: reactants, conditions, products, and yield The reactants are C(C)C1=C(N)C(=CC=C1)CC (2,6-diethylaniline), C(Cl)(Cl)Cl (chloroform), [OH-].[Na+] (sodium hydroxide). Reagents/catalysts: [Cl-].C(C1=CC=CC=C1)[N+](CC)(CC)CC (benzyltriethylammonium chloride). The solvent is C(Cl)Cl (methylene chloride). The product is C(C)C1=C(C(=CC=C1)CC)[N+]#[C-] (2,6-Diethylphenylisonitrile). RXN SMILES: [CH2:1]([C:3]1[CH:9]=[CH:8][CH:7]=[C:6]([CH2:10][CH3:11])[C:4]=1[NH2:5])[CH3:2].[CH:12](Cl)(Cl)Cl.[OH-].[Na+]>[Cl-].C([N+](CC)(CC)CC)C1C=CC=CC=1.C(Cl)Cl>[CH2:1]([C:3]1[CH:9]=[CH:8][CH:7]=[C:6]([CH2:10][CH3:11])[C:4]=1[N+:5]#[C-:12])[CH3:2] |f:2.3,4.5|. Procedure details: The procedure of Example 1 was again followed, using 75 g (0.5 mole) of 2,6-diethylaniline, 60 ml of chloroform, 100 ml of methylene chloride, 200 ml of 50% aqueous sodium hydroxide, and 700 mg of benzyltriethylammonium chloride. The product was an oil weighing 36 g, with structure confirmed by mass spectroscopy. The reactants are OC1=CC=C(C=C)C=C1.C(C)(C)(C)OC1=CC=C(C=C)C=C1 (p-hydroxystyrene p-tert-butoxystyrene), ( 3 ), ( 2 ), C(C)OC=C (ethylvinyl ether). Product: C(C)OC1=CC=C(C=C)C=C1.OC1=CC=C(C=C)C=C1.C(C)(C)(C)OC1=CC=C(C=C)C=C1 (p-1-ethoxystyrene p-hydroxystyrene p-tert-butoxystyrene). Reaction SMILES: [OH:1][C:2]1[CH:9]=[CH:8][C:5]([CH:6]=[CH2:7])=[CH:4][CH:3]=1.[C:10]([O:14][C:15]1[CH:22]=[CH:21][C:18]([CH:19]=[CH2:20])=[CH:17][CH:16]=1)([CH3:13])([CH3:12])[CH3:11].C(OC=C)C>>[CH2:10]([O:14][C:15]1[CH:22]=[CH:21][C:18]([CH:19]=[CH2:20])=[CH:17][CH:16]=1)[CH3:11].[OH:1][C:2]1[CH:9]=[CH:8][C:5]([CH:6]=[CH2:7])=[CH:4][CH:3]=1.[C:10]([O:14][C:15]1[CH:16]=[CH:17][C:18]([CH:19]=[CH2:20])=[CH:21][CH:22]=1)([CH3:13])([CH3:11])[CH3:12] |f:0.1,3.4.5|. Reported procedure: Using 26.8 g of poly(p-hydroxystyrene/p-tert-butoxystyrene) obtained according to (2) above and 1.5 g of ethylvinyl ether, reaction and after-treatments were carried out according to (3) of Preparation Example 1 to obtain 25.0 g of poly(p-1-ethoxystyrene/p-hydroxystyrene/p-tert-butoxystyrene) as white powdery crystal. P-1-ethoxyethoxystyrene unit/p-hydroxystyrene unit/p-tert-butoxystyrene unit molar ratio in the polymer≈10:65:25. Mw≈1 9,200; Mw/Mn=1.30 (GPC with polystyrene calibration). Starting materials: CC(=O)C (acetone), CSC1=NC=CC(=N1)C=1C=C(C(NC1C1=CC(=CC=C1)C(F)(F)F)=O)C#N (5-(2-methylsulfanylpyrimidin-4-yl)-2-oxo-6-(3-trifluoromethylphenyl)-1,2-dihydropyridine-3-carbonitrile), OOS(=O)[O-].[K+] (Oxone). Run in CO (methanol), O (water). Reaction conditions: time 30 minute. Yields the product CS(=O)(=O)C1=NC=CC(=N1)C=1C=C(C(NC1C1=CC(=CC=C1)C(F)(F)F)=O)C#N (5-(2-methylsulfonylpyrimidin-4-yl)-2-oxo-6-(3-trifluoromethylphenyl)-1.2-dihydropyridine-3-carbonitrile). Yield: 57.0%. As a reaction SMILES: CS[C:3]1[N:8]=[C:7]([C:9]2[CH:10]=[C:11]([C:26]#[N:27])[C:12](=[O:25])[NH:13][C:14]=2[C:15]2[CH:20]=[CH:19][CH:18]=[C:17]([C:21]([F:24])([F:23])[F:22])[CH:16]=2)[CH:6]=[CH:5][N:4]=1.O[O:29][S:30]([O-:32])=O.[K+].[CH3:34]C(C)=O>CO.O>[CH3:34][S:30]([C:3]1[N:8]=[C:7]([C:9]2[CH:10]=[C:11]([C:26]#[N:27])[C:12](=[O:25])[NH:13][C:14]=2[C:15]2[CH:20]=[CH:19][CH:18]=[C:17]([C:21]([F:24])([F:23])[F:22])[CH:16]=2)[CH:6]=[CH:5][N:4]=1)(=[O:32])=[O:29] |f:1.2|. Procedure: To a solution of 5-(2-methylsulfanylpyrimidin-4-yl)-2-oxo-6-(3-trifluoromethylphenyl)-1,2-dihydropyridine-3-carbonitrile (0.40 gm, 0.00104 mole) in methanol (40 mL) was slowly added a solution of Oxone (1.90 gm, 0.0030 mole) in water (40 mL). The mixture was allowed to stir for 30 minutes and then acetone (20 mL) added. The reaction was then stirred for 48 hrs, and then concentrated to remove the acetone and methanol. The resulting mixture was dissolved in ethyl acetate and water and the pH adju... Starting materials: CCOC(=O)C(C)(C)Br, O=C([O-])[O-], CCC(C)=O, [K+], [K+], Cc1cc(C(=O)CCc2nc(-c3ccc(Cl)cc3O)oc2C(C)C)ccc1O. Yields the product CCOC(=O)C(C)(C)Oc1ccc(C(=O)CCc2nc(-c3ccc(Cl)cc3O)oc2C(C)C)cc1C. Reaction SMILES: [Br:29][C:30]([C:31](=[O:32])[O:33][CH2:34][CH3:35])([CH3:36])[CH3:37].[C:38](=[O:39])([O-:40])[O-:41].[CH2:44]([C:45]([CH3:46])=[O:47])[CH3:48].[K+:42].[K+:43].[OH:1][c:2]1[c:3](-[c:9]2[o:10][c:11]([CH:26]([CH3:27])[CH3:28])[c:12]([CH2:14][CH2:15][C:16](=[O:17])[c:18]3[cH:19][c:20]([CH3:25])[c:21]([OH:24])[cH:22][cH:23]3)[n:13]2)[cH:4][cH:5][c:6]([Cl:8])[cH:7]1>>[OH:1][c:2]1[c:3](-[c:9]2[o:10][c:11]([CH:26]([CH3:27])[CH3:28])[c:12]([CH2:14][CH2:15][C:16](=[O:17])[c:18]3[cH:19][c:20]([CH3:25])[c:21]([O:24][C:30]([C:31](=[O:32])[O:33][CH2:34][CH3:35])([CH3:36])[CH3:37])[cH:22][cH:23]3)[n:13]2)[cH:4][cH:5][c:6]([Cl:8])[cH:7]1. Reaction conditions: temperature 0 celsius, time 45 minute. The yield is 96.1%. Procedure: A solution of 6.24 g (14.7 mmol) of compound 11 in 150 mL of THF was cooled to −78° C. and treated dropwise with 6.45 mL (16.1 mmol) of n-BuLi (2.5 M in hexanes). The mixture was stirred for 45 minutes, then the dry ice bath was removed and the mixture was stirred at ambient temperature for 1 hour. The mixture was cooled to 0° C. and treated with 5.69 g (16.1 mmol) of Fe(acac)3 (Strem Chemicals, Inc.). The mixture was heated in an 80° C. oil bath for 2 h, cooled to room temperature, and filtered... The reactants are [Li]CCCC (n-BuLi), C(CCCCCCCCCCC)OC=1N=C(SC1)[Si](C(C)C)(C(C)C)C(C)C (4-(dodecyloxy)-2-(triisopropylsilyl)thiazole), Fe(acac)3. The solvent is C1CCOC1 (THF). Yields the product C(CCCCCCCCCCC)OC=1N=C(SC1C1=C(N=C(S1)[Si](C(C)C)(C(C)C)C(C)C)OCCCCCCCCCCCC)[Si](C(C)C)(C(C)C)C(C)C (4,4′-bis(dodecyloxy)-2,2′-bis(triisopropylsilyl)-5,5′-bithiazole). As a reaction SMILES: [CH2:1]([O:13][C:14]1[N:15]=[C:16]([Si:19]([CH:26]([CH3:28])[CH3:27])([CH:23]([CH3:25])[CH3:24])[CH:20]([CH3:22])[CH3:21])[S:17][CH:18]=1)[CH2:2][CH2:3][CH2:4][CH2:5][CH2:6][CH2:7][CH2:8][CH2:9][CH2:10][CH2:11][CH3:12].[Li][CH2:30][CH2:31][CH2:32][CH3:33]>C1COCC1>[CH2:1]([O:13][C:14]1[N:15]=[C:16]([Si:19]([CH:26]([CH3:27])[CH3:28])([CH:23]([CH3:25])[CH3:24])[CH:20]([CH3:21])[CH3:22])[S:17][C:18]=1[C:18]1[S:17][C:16]([Si:19]([CH:23]([CH3:24])[CH3:25])([CH:26]([CH3:27])[CH3:28])[CH:20]([CH3:22])[CH3:21])=[N:15][C:14]=1[O:13][CH2:30][CH2:31][CH2:32][CH2:33][CH2:8][CH2:7][CH2:6][CH2:5][CH2:4][CH2:3][CH2:2][CH3:1])[CH2:2][CH2:3][CH2:4][CH2:5][CH2:6][CH2:7][CH2:8][CH2:9][CH2:10][CH2:11][CH3:12].